From a dataset of the Open Reaction Database (ORD), a public repository of structured organic reaction records. describe an organic reaction: reactants, conditions, products, and yield The reactants are C(C1=CC=CC=C1)OC(=O)N1CCN(CC1)C1=NC2=CC=CC=C2C(=N1)OC[C@H]([C@@H](CO)O)O (2-[4-(Benzyloxycarbonyl)piperazin-1-yl]-4-[(2R,3R)-(2,3,4-trihydroxybutan-1-yl)oxy]quinazoline). Reagents/catalysts: [Pd] (palladium/carbon). The solvent is CO (methanol). Conditions: time 20 hour. The product is O[C@H](COC1=NC(=NC2=CC=CC=C12)N1CCNCC1)[C@@H](CO)O (4-[(2R,3R)-(2,3,4-Trihydroxybutan-1-yl)oxy]-2-(1-piperazinyl)quinazoline). RXN SMILES: C(OC([N:11]1[CH2:16][CH2:15][N:14]([C:17]2[N:26]=[C:25]([O:27][CH2:28][C@@H:29]([OH:34])[C@H:30]([OH:33])[CH2:31][OH:32])[C:24]3[C:19](=[CH:20][CH:21]=[CH:22][CH:23]=3)[N:18]=2)[CH2:13][CH2:12]1)=O)C1C=CC=CC=1>CO.[Pd]>[OH:34][C@@H:29]([C@H:30]([OH:33])[CH2:31][OH:32])[CH2:28][O:27][C:25]1[C:24]2[C:19](=[CH:20][CH:21]=[CH:22][CH:23]=2)[N:18]=[C:17]([N:14]2[CH2:15][CH2:16][NH:11][CH2:12][CH2:13]2)[N:26]=1. Procedure: 2-[4-(Benzyloxycarbonyl)piperazin-1-yl]-4-[(2R,3R)-(2,3,4-trihydroxybutan-1-yl)oxy]quinazoline (1.5 g) is dissolved in methanol (40 ml), and thereto is added 1% palladium/carbon (0.15 g), and the mixture is stirred under hydrogen atmosphere and under atmospheric pressure at room temperature for 20 hours. The reaction mixture is filtered, and the filtrate is evaporated to dryness under reduced pressure to give4-[(2R,3R)-(2,3,4-trihydroxybutan-1-yl)oxy]-2-(1-piperazinyl)quinazoline (1.0 g). A part... The reactants are CC(=CCO)CCCC(C)CCCC(C)CCCC(C)C, CCO, [Rh]. The product is CC(C)CCCC(C)CCCC(C)CCCC(C)CCO. RXN SMILES: [CH3:1][CH:2]([CH3:3])[CH2:4][CH2:5][CH2:6][CH:7]([CH3:8])[CH2:9][CH2:10][CH2:11][CH:12]([CH3:13])[CH2:14][CH2:15][CH2:16][C:17]([CH3:18])=[CH:19][CH2:20][OH:21].[CH3:22][CH2:23][OH:24].[Rh:25]>>[CH3:1][CH:2]([CH3:3])[CH2:4][CH2:5][CH2:6][CH:7]([CH3:8])[CH2:9][CH2:10][CH2:11][CH:12]([CH3:13])[CH2:14][CH2:15][CH2:16][CH:17]([CH3:18])[CH2:19][CH2:20][OH:21]. Reactants: C(C1=CC=CC=C1)OC=1C=C(C2=C(N=C(S2)NC(=O)NCC)C1)Br (1-(5-benzyloxy-7-bromo-1,3-benzothiazol-2-yl)-3-ethyl-urea), C(CCC)[Sn](C1=NC=CC=C1)(CCCC)CCCC (2-tributylstannyl pyridine). The reagents and catalysts are C=1C=CC(=CC1)[P](C=2C=CC=CC2)(C=3C=CC=CC3)[Pd]([P](C=4C=CC=CC4)(C=5C=CC=CC5)C=6C=CC=CC6)([P](C=7C=CC=CC7)(C=8C=CC=CC8)C=9C=CC=CC9)[P](C=1C=CC=CC1)(C=1C=CC=CC1)C=1C=CC=CC1 (tetrakis(triphenylphosphine)palladium). Run in CN(C)C=O (DMF). Reaction conditions: temperature 100 celsius. The product is C(C1=CC=CC=C1)OC=1C=C(C2=C(N=C(S2)NC(=O)NCC)C1)C1=NC=CC=C1 (1-[5-benzyloxy-7-(2-pyridyl)-1,3-benzothiazol-2-yl]-3-ethyl-urea). Isolated yield 69.6%. Reaction SMILES: [CH2:1]([O:8][C:9]1[CH:10]=[C:11](Br)[C:12]2[S:16][C:15]([NH:17][C:18]([NH:20][CH2:21][CH3:22])=[O:19])=[N:14][C:13]=2[CH:23]=1)[C:2]1[CH:7]=[CH:6][CH:5]=[CH:4][CH:3]=1.C([Sn](CCCC)(CCCC)[C:30]1[CH:35]=[CH:34][CH:33]=[CH:32][N:31]=1)CCC>CN(C=O)C.C1C=CC([P]([Pd]([P](C2C=CC=CC=2)(C2C=CC=CC=2)C2C=CC=CC=2)([P](C2C=CC=CC=2)(C2C=CC=CC=2)C2C=CC=CC=2)[P](C2C=CC=CC=2)(C2C=CC=CC=2)C2C=CC=CC=2)(C2C=CC=CC=2)C2C=CC=CC=2)=CC=1>[CH2:1]([O:8][C:9]1[CH:10]=[C:11]([C:30]2[CH:35]=[CH:34][CH:33]=[CH:32][N:31]=2)[C:12]2[S:16][C:15]([NH:17][C:18]([NH:20][CH2:21][CH3:22])=[O:19])=[N:14][C:13]=2[CH:23]=1)[C:2]1[CH:7]=[CH:6][CH:5]=[CH:4][CH:3]=1 |^1:52,54,73,92|. Procedure: To a stirred of 1-(5-benzyloxy-7-bromo-1,3-benzothiazol-2-yl)-3-ethyl-urea (110 g, 0.27 mol) in DMF (1.1 L) was added 2-tributylstannyl pyridine (298 g, 0.81 mol). The resulting solution was purged with N2 for 15-20 min followed by addition of tetrakis(triphenylphosphine)palladium (0) (25.41 g, 0.022 mol). The resulting mixture was then heated to 100° C. under N2 atmosphere for 15-16 h. The reaction mass was cooled to 40-45° C. then filtered through celite. The celite bed was washed with DMF (50... The reactants are OC1=NC(=NC(=C1CC(=O)OC)C)S (Methyl (4-hydroxy-6-methyl-2-mercapto-5-pyrimidinyl)-acetate), CI (Methyl iodide). Solvent: [OH-].[Na+] (NaOH). Run at time 4 hour. Yields the product OC1=NC(=NC(=C1CC(=O)OC)C)SC (methyl (4-hydroxy-6-methyl-2-methylmercapto-5-pyrimidinyl)-acetate). Yield: 58.6%. Reaction SMILES: [OH:1][C:2]1[C:7]([CH2:8][C:9]([O:11][CH3:12])=[O:10])=[C:6]([CH3:13])[N:5]=[C:4]([SH:14])[N:3]=1.[CH3:15]I>[OH-].[Na+]>[OH:1][C:2]1[C:7]([CH2:8][C:9]([O:11][CH3:12])=[O:10])=[C:6]([CH3:13])[N:5]=[C:4]([S:14][CH3:15])[N:3]=1 |f:2.3|. Procedure details: Methyl (4-hydroxy-6-methyl-2-mercapto-5-pyrimidinyl)-acetate (40 g, 0.19 mol) is dissolved in an aqueous solution of NaOH (8 g in 400 ml H2O). Methyl iodide (29.5 g, 0.2 mol) is added and the mixture is stirred at room temperature for 4 hours. Filtration and drying at high vacuum gives methyl (4-hydroxy-6-methyl-2-methylmercapto-5-pyrimidinyl)-acetate (25.4 g, 60%) as a crystalline solid, having a m.p. of 200° C.